This data is from the Open Reaction Database (ORD), a public repository of structured organic reaction records. The task is: describe an organic reaction: reactants, conditions, products, and yield The reactants are [Si](C)(C)(C(C)(C)C)OC[C@H]1CCC(N1)=O ((5R)-5-({[tert-butyl(dimethyl)silyl]oxy}methyl)-2-pyrrolidinone), O (water), CC(C)([O-])C.[K+] (potassium tert-butoxide), BrCC(=O)OC (methyl bromoacetate). The solvent is O1CCCC1 (tetrahydrofuran), CCCCCC (hexane), C(C)(=O)OCC (ethyl acetate). Run at time 2 hour. Yields the product [Si](C)(C)(C(C)(C)C)OC[C@@H]1N(C(CC1)=O)CC(=O)OC (Methyl [(2R)-2-({[tert-butyl(dimethyl)silyl]oxy}methyl)-5-oxo-1-pyrrolidinyl]acetate). Isolated yield 97.2%. As a reaction SMILES: [Si:1]([O:8][CH2:9][C@@H:10]1[NH:14][C:13](=[O:15])[CH2:12][CH2:11]1)([C:4]([CH3:7])([CH3:6])[CH3:5])([CH3:3])[CH3:2].CC(C)([O-])C.[K+].Br[CH2:23][C:24]([O:26][CH3:27])=[O:25].O>O1CCCC1.CCCCCC.C(OCC)(=O)C>[Si:1]([O:8][CH2:9][C@H:10]1[CH2:11][CH2:12][C:13](=[O:15])[N:14]1[CH2:23][C:24]([O:26][CH3:27])=[O:25])([C:4]([CH3:7])([CH3:6])[CH3:5])([CH3:3])[CH3:2] |f:1.2|. Reported procedure: To a solution of (5R)-5-({[tert-butyl(dimethyl)silyl]oxy}methyl)-2-pyrrolidinone (11.2 g) in tetrahydrofuran (97 mL) were potassium tert-butoxide (6.27 g) and methyl bromoacetate (8.11 g) at 0° C. and the solution was stirred for 2 hours. To the reaction solution were added water, ethyl acetate and hexane and the reaction solution was separated. The aqueous layer was extracted with ethyl acetate. The combined organic layer was washed with water and brine, dried over anhydrous sodium sulfate and ... Reactants: C[Li] (methyl-lithium), buffer solution, C(C)(C)(C)[SiH2]OC(C1=C(C=C(C(=O)O)C=C1)F)(C)C (4-(tert-Butyl-dimethyl-silanyloxymethyl)-3-fluoro-benzoic Acid), C[Si](Cl)(C)C (trimethyl-chloro-silane). Solvent: C(C)OCC (diethylether), C1CCOC1 (THF). Reaction conditions: temperature -30 celsius, time 2 hour. The product is C(C)(C)(C)[SiH2]OC(C1=C(C=C(C=C1)C(C)=O)F)(C)C (1-[4-(tert-Butyl-dimethyl-silanyloxymethyl)-3-fluoro-phenyl]-ethanone). Reaction SMILES: [C:1]([SiH2:5][O:6][C:7]([CH3:19])([CH3:18])[C:8]1[CH:16]=[CH:15][C:11]([C:12]([OH:14])=O)=[CH:10][C:9]=1[F:17])([CH3:4])([CH3:3])[CH3:2].C[Li].[CH3:22][Si](C)(C)Cl>C1COCC1.C(OCC)C>[C:1]([SiH2:5][O:6][C:7]([CH3:19])([CH3:18])[C:8]1[CH:16]=[CH:15][C:11]([C:12](=[O:14])[CH3:22])=[CH:10][C:9]=1[F:17])([CH3:2])([CH3:3])[CH3:4]. Procedure details: A solution of 540 mg (1.90 mmol) 4-(tert-butyl-dimethyl-silanyloxymethyl)-3-fluoro-benzoic acid (preparation 16d) in 20 mL THF is degassed and cooled to −30° C. 3.56 mL (5.67 mmol) 1.6 M methyl-lithium solution in diethylether is added, the mixture is stirred 2 h at −30° C. and 3.12 mL (24.7 mmol) trimethyl-chloro-silane are added. The mixture is stirred 2 min and is transferred to a pH 7 buffer solution (0° C.). The aqueous phase is extracted with EtOAc and diethylether. The combined organic ph... Starting materials: [H-].[Na+] (Sodium hydride), CC=1C=C(OC2=NC=NC(=C2CC(=O)OC)OC)C=CC1 (Methyl 4-(3-methylphenoxy)-6-methoxy-pyrimidin-5-yl-acetate), COCCOC (1,2-dimethoxyethane), COS(=O)(=O)OC (dimethylsulfate). Run in C(=O)OC (methyl formate), CCOCC (ether). Yields the product CC=1C=C(OC2=NC=NC(=C2C(C(=O)OC)=COC)OC)C=CC1 (methyl α-[4-(3-methylphenoxy)-6-methoxy-pyrimidin-5-yl)-β-methoxyacrylate). Reaction SMILES: [CH3:1][C:2]1[CH:3]=[C:4]([CH:19]=[CH:20][CH:21]=1)[O:5][C:6]1[C:11]([CH2:12][C:13]([O:15][CH3:16])=[O:14])=[C:10]([O:17][CH3:18])[N:9]=[CH:8][N:7]=1.[H-].[Na+].COS(OC)(=O)=O.[CH3:31][O:32][CH2:33]COC>C(OC)=O.CCOCC>[CH3:1][C:2]1[CH:3]=[C:4]([CH:19]=[CH:20][CH:21]=1)[O:5][C:6]1[C:11]([C:12](=[CH:31][O:32][CH3:33])[C:13]([O:15][CH3:16])=[O:14])=[C:10]([O:17][CH3:18])[N:9]=[CH:8][N:7]=1 |f:1.2|. Procedure details: Methyl 4-(3-methylphenoxy)-6-methoxy-pyrimidin-5-yl-acetate (12.1 g, 42 mmol)is dissolved in a mixture of 1,2-dimethoxyethane (120 ml) and methyl formate (50 ml). Sodium hydride (2.5 g, 80% in oil, 84 mmol) is added in one portion, the temperature being kept at room temperature. After 5 hours dimethylsulfate (6.6 ml, 70 mmol) is added with cooling. After an additional 5 hours the reaction mixture is diluted with ether and washed with brine. Drying and chromatography on silicagel (eluant: hexane/... Reactants: O=Cc1cc(Br)co1, COCCOC, OB(O)c1cc(C(F)(F)F)cc(C(F)(F)F)c1, [Na+], [Na+], O=C([O-])[O-], c1ccc(P(c2ccccc2)(c2ccccc2)[Pd](P(c2ccccc2)(c2ccccc2)c2ccccc2)(P(c2ccccc2)(c2ccccc2)c2ccccc2)P(c2ccccc2)(c2ccccc2)c2ccccc2)cc1. Product: O=Cc1cc(-c2cc(C(F)(F)F)cc(C(F)(F)F)c2)co1. Reaction SMILES: [Br:18][c:19]1[cH:20][c:21]([CH:24]=[O:25])[o:22][cH:23]1.[CH3:32][O:33][CH2:34][CH2:35][O:36][CH3:37].[F:1][C:2]([c:3]1[cH:4][c:5]([B:13]([OH:14])[OH:15])[cH:6][c:7]([C:9]([F:10])([F:11])[F:12])[cH:8]1)([F:16])[F:17].[Na+:26].[Na+:27].[O-:28][C:29](=[O:30])[O-:31].[cH:38]1[cH:39][cH:40][c:41]([P:42]([Pd:43]([P:44]([c:45]2[cH:46][cH:47][cH:48][cH:49][cH:50]2)([c:51]2[cH:52][cH:53][cH:54][cH:55][cH:56]2)[c:57]2[cH:58][cH:59][cH:60][cH:61][cH:62]2)([P:63]([c:64]2[cH:65][cH:66][cH:67][cH:68][cH:69]2)([c:70]2[cH:71][cH:72][cH:73][cH:74][cH:75]2)[c:76]2[cH:77][cH:78][cH:79][cH:80][cH:81]2)[P:82]([c:83]2[cH:84][cH:85][cH:86][cH:87][cH:88]2)([c:89]2[cH:90][cH:91][cH:92][cH:93][cH:94]2)[c:95]2[cH:96][cH:97][cH:98][cH:99][cH:100]2)([c:101]2[cH:102][cH:103][cH:104][cH:105][cH:106]2)[c:107]2[cH:108][cH:109][cH:110][cH:111][cH:112]2)[cH:113][cH:114]1>>[F:1][C:2]([c:3]1[cH:4][c:5](-[c:19]2[cH:20][c:21]([CH:24]=[O:25])[o:22][cH:23]2)[cH:6][c:7]([C:9]([F:10])([F:11])[F:12])[cH:8]1)([F:16])[F:17].